Dataset: the Open Reaction Database (ORD), a public repository of structured organic reaction records. Task: describe an organic reaction: reactants, conditions, products, and yield Starting materials: CCCCBr, O=C([O-])[O-], C=CCc1cc(C=O)cc(OC)c1O, CN(C)C=O, [K+], [K+], O. Yields the product C=CCc1cc(C=O)cc(OC)c1OCCCC. RXN SMILES: [Br:26][CH2:27][CH2:28][CH2:29][CH3:30].[C:20](=[O:21])([O-:22])[O-:23].[CH2:1]([CH:2]=[CH2:3])[c:4]1[cH:5][c:6]([CH:7]=[O:8])[cH:9][c:10]([O:13][CH3:14])[c:11]1[OH:12].[CH3:15][N:16]([CH3:17])[CH:18]=[O:19].[K+:24].[K+:25].[OH2:31]>>[CH2:1]([CH:2]=[CH2:3])[c:4]1[cH:5][c:6]([CH:7]=[O:8])[cH:9][c:10]([O:13][CH3:14])[c:11]1[O:12][CH2:27][CH2:28][CH2:29][CH3:30]. Starting materials: Cn1c2c(c3ccccc31)C(=O)CC2, Cl, NO, c1ccncc1. The product is Cn1c2c(c3ccccc31)C(=NO)CC2. As a reaction SMILES: [CH3:1][n:2]1[c:3]2[c:4]([c:5]3[cH:6][cH:7][cH:8][cH:9][c:10]13)[C:11](=[O:14])[CH2:12][CH2:13]2.[ClH:15].[NH2:16][OH:17].[cH:18]1[cH:19][cH:20][n:21][cH:22][cH:23]1>>[CH3:1][n:2]1[c:3]2[c:4]([c:5]3[cH:6][cH:7][cH:8][cH:9][c:10]13)[C:11](=[N:16][OH:17])[CH2:12][CH2:13]2. The reactants are TEA, CC1(OC2=C(C1)C=CC=C2CNC2=C(C=CC=C2)OC2=CC=CC=C2)C (N-(2,2,-Dimethyl-2,3-dihydrobenzofuran-7-ylmethyl)-N-(2-phenoxy phenyl)amine), FCC(=O)Cl (fluoroacetyl chloride). The solvent is C(Cl)Cl (DCM). Reaction conditions: temperature 0 celsius, time 1 hour. The product is CC1(OC2=C(C1)C=CC=C2CN(C(CF)=O)C2=C(C=CC=C2)OC2=CC=CC=C2)C (N-(2,2,-Dimethyl-2,3-dihydrobenzofuran-7-ylmethyl)-2-Fluoro-N-(2-phenoxy phenyl)acetamide). Yield: 72.3%. As a reaction SMILES: [CH3:1][C:2]1([CH3:26])[CH2:6][C:5]2[CH:7]=[CH:8][CH:9]=[C:10]([CH2:11][NH:12][C:13]3[CH:18]=[CH:17][CH:16]=[CH:15][C:14]=3[O:19][C:20]3[CH:25]=[CH:24][CH:23]=[CH:22][CH:21]=3)[C:4]=2[O:3]1.[F:27][CH2:28][C:29](Cl)=[O:30]>C(Cl)Cl>[CH3:1][C:2]1([CH3:26])[CH2:6][C:5]2[CH:7]=[CH:8][CH:9]=[C:10]([CH2:11][N:12]([C:13]3[CH:18]=[CH:17][CH:16]=[CH:15][C:14]=3[O:19][C:20]3[CH:25]=[CH:24][CH:23]=[CH:22][CH:21]=3)[C:29](=[O:30])[CH2:28][F:27])[C:4]=2[O:3]1. Procedure: To a solution of N-(2,2,-Dimethyl-2,3-dihydrobenzofuran-7-ylmethyl)-N-(2-phenoxy phenyl)amine (0.20 g, 0.58 mmol) dissolved in DCM (2 mL) was added TEA (0.24 g, 2.32 mmol, 0.32 mL). The reaction was cooled to 0° C. and fluoroacetyl chloride (0.11 g, 1.16 mmol, 0.08 mL) was added. The mixture was stirred at room temperature for 1 h. The solvents were removed in vacuo, the residue quenched with water (10 mL), extracted with DCM (2×20 mL), dried over MgSO4, filtered and solvents removed in vacuo. T... Reactants: NC(NCCC[C@@H](NC(C(C1=CC=CC=C1)C1=CC=CC=C1)=O)C(=O)O)=N[N+](=O)[O-] ((R)-N5 -[amino(nitroimino]methyl]-N2 -(diphenylacetyl)-ornithine), NC(=O)NCC=1C=C(C=CC1)CN (3-(amino-carbonylaminomethyl)benzenemethanamine), CN(C)C(=[N+](C)C)ON1C2=C(C=CC=C2)N=N1.[B-](F)(F)(F)F (TBTU). Yields the product NC(=O)NCC=1C=C(C=CC1)CNC([C@H](NC(C(C1=CC=CC=C1)C1=CC=CC=C1)=O)CCCNC(=N[N+](=O)[O-])N)=O ((R)-N-[[3-(Aminocarbonylaminomethyl)phenyl]methyl]-N5 -[amino(nitroimino]methyl]-N2 -(diphenylacetyl)-ornithinamide). Isolated yield 50.0%. As a reaction SMILES: [NH2:1][C:2](=[N:27][N+:28]([O-:30])=[O:29])[NH:3][CH2:4][CH2:5][CH2:6][C@H:7]([C:24](O)=[O:25])[NH:8][C:9](=[O:23])[CH:10]([C:17]1[CH:22]=[CH:21][CH:20]=[CH:19][CH:18]=1)[C:11]1[CH:16]=[CH:15][CH:14]=[CH:13][CH:12]=1.[NH2:31][C:32]([NH:34][CH2:35][C:36]1[CH:37]=[C:38]([CH2:42][NH2:43])[CH:39]=[CH:40][CH:41]=1)=[O:33].CN(C(ON1N=NC2C=CC=CC1=2)=[N+](C)C)C.[B-](F)(F)(F)F>>[NH2:31][C:32]([NH:34][CH2:35][C:36]1[CH:37]=[C:38]([CH2:42][NH:43][C:24](=[O:25])[C@@H:7]([CH2:6][CH2:5][CH2:4][NH:3][C:2]([NH2:1])=[N:27][N+:28]([O-:30])=[O:29])[NH:8][C:9](=[O:23])[CH:10]([C:17]2[CH:22]=[CH:21][CH:20]=[CH:19][CH:18]=2)[C:11]2[CH:16]=[CH:15][CH:14]=[CH:13][CH:12]=2)[CH:39]=[CH:40][CH:41]=1)=[O:33] |f:2.3|. Reported procedure: Prepared analogously to Example 4b) from (R)-N5 -[amino(nitroimino]methyl]-N2 -(diphenylacetyl)-ornithine, 3-(amino-carbonylaminomethyl)benzenemethanamine and TBTU in a yield of 50% of theory. Colourless amorphous substance.